The task is: describe an organic reaction: reactants, conditions, products, and yield. This data is from the Open Reaction Database (ORD), a public repository of structured organic reaction records. Reactants: C(C)(=O)[O-].[Na+] (sodium acetate), C(C)(=O)O (acetic acid), FC1=C(C=O)C=C(C=C1)F (2,5-difluorobenzaldehyde), [N+](=O)([O-])CCCC(=O)OC (methyl 4-nitrobutyrate), N1=C(C=CC=C1)CCN (2-pyridin-2-ylethanamine). Solvent: C(C)O (ethanol). Conditions: time 5 minute. The product is FC1=C(C=C(C=C1)F)[C@H]1[C@@H](CCC(N1CCC1=NC=CC=C1)=O)[N+](=O)[O-] (trans-6-(2,5-Difluorophenyl)-5-nitro-1-(2-pyridin-2-ylethyl)piperidin-2-one). As a reaction SMILES: [F:1][C:2]1[CH:9]=[CH:8][C:7]([F:10])=[CH:6][C:3]=1[CH:4]=O.[N+:11]([CH2:14][CH2:15][CH2:16][C:17]([O:19]C)=O)([O-:13])=[O:12].[N:21]1[CH:26]=[CH:25][CH:24]=[CH:23][C:22]=1[CH2:27][CH2:28][NH2:29].C([O-])(=O)C.[Na+].C(O)(=O)C>C(O)C>[F:1][C:2]1[CH:9]=[CH:8][C:7]([F:10])=[CH:6][C:3]=1[C@@H:4]1[N:29]([CH2:28][CH2:27][C:22]2[CH:23]=[CH:24][CH:25]=[CH:26][N:21]=2)[C:17](=[O:19])[CH2:16][CH2:15][C@H:14]1[N+:11]([O-:13])=[O:12] |f:3.4|. Procedure details: To a solution of 2,5-difluorobenzaldehyde (2.29 mL, 21.1 mmol) in ethanol (42 mL) was added methyl 4-nitrobutyrate (2.51 mL, 21.1 mmol) and the mixture stirred for 5 min. To the reaction mixture was added 2-pyridin-2-ylethanamine (2.61 mL, 21.1 mmol) and the mixture stirred for 10 min. To the mixture was added sodium acetate (1.73 g, 21.1 mmol) followed by glacial acetic acid (2.42 mL, 42.2 mmol) and the mixture heated at reflux temperature for 48 h. The solvent was removed in vacuo and to the y... The yield is 93.8%. Procedure: A mixture of [1-[4-(5-methyl-2-phenyl-4-oxazolylmethoxy)benzyl]-1H-pyrazol-4-yl]methanol (2.82 g), activated manganese dioxide (6.00 g), and tetrahydrofuran (50 ml) was stirred at room temperature for 2 hours. After the manganese dioxide was removed by filtration, the filtrate was concentrated. The residue was subjected to silica gel column chromatography, and 1-[4-(5-methyl-2-phenyl-4-oxazolylmethoxy)benzyl]-1H-pyrazole-4-carbaldehyde (2.63 g, yield: 94%) was obtained as a colorless oily substa... The solvent is O1CCCC1 (tetrahydrofuran). Reagents/catalysts: [O-2].[O-2].[Mn+4] (manganese dioxide). Conditions: time 2 hour. Yields the product CC1=C(N=C(O1)C1=CC=CC=C1)COC1=CC=C(CN2N=CC(=C2)C=O)C=C1 (1-[4-(5-methyl-2-phenyl-4-oxazolylmethoxy)benzyl]-1H-pyrazole-4-carbaldehyde). Starting materials: CC1=C(N=C(O1)C1=CC=CC=C1)COC1=CC=C(CN2N=CC(=C2)CO)C=C1 ([1-[4-(5-methyl-2-phenyl-4-oxazolylmethoxy)benzyl]-1H-pyrazol-4-yl]methanol). As a reaction SMILES: [CH3:1][C:2]1[O:6][C:5]([C:7]2[CH:12]=[CH:11][CH:10]=[CH:9][CH:8]=2)=[N:4][C:3]=1[CH2:13][O:14][C:15]1[CH:28]=[CH:27][C:18]([CH2:19][N:20]2[CH:24]=[C:23]([CH2:25][OH:26])[CH:22]=[N:21]2)=[CH:17][CH:16]=1>[O-2].[O-2].[Mn+4].O1CCCC1>[CH3:1][C:2]1[O:6][C:5]([C:7]2[CH:8]=[CH:9][CH:10]=[CH:11][CH:12]=2)=[N:4][C:3]=1[CH2:13][O:14][C:15]1[CH:28]=[CH:27][C:18]([CH2:19][N:20]2[CH:24]=[C:23]([CH:25]=[O:26])[CH:22]=[N:21]2)=[CH:17][CH:16]=1 |f:1.2.3|. The reactants are solution, [F-].C(CCC)[N+](CCCC)(CCCC)CCCC (tetrabutylammonium fluoride), [Si](C)(C)(C(C)(C)C)OC1=C(C=C(C=C1)/C(=C\C1CCCC1)/C1=CC=C(C(=N1)OC)CC)Cl (6-[(E)-1-(4-{[tert-butyl(dimethyl)silyl]oxy}-3-chlorophenyl)-2-cyclopentylethenyl]-3-ethyl-2-methoxypyridine), O (water), Cl (hydrochloric acid). Solvent: O1CCCC1 (tetrahydrofuran), O1CCCC1 (tetrahydrofuran). Conditions: time 2 hour. Product: ClC1=C(C=CC(=C1)/C(=C\C1CCCC1)/C1=NC(=C(C=C1)CC)OC)O (2-chloro-4-[(E)-2-cyclopentyl-1-(5-ethyl-6-methoxypyridin-2-yl)ethenyl]phenol). Yield: 98.7%. Reaction SMILES: [F-].C([N+](CCCC)(CCCC)CCCC)CCC.[Si]([O:26][C:27]1[CH:32]=[CH:31][C:30](/[C:33](/[C:40]2[N:45]=[C:44]([O:46][CH3:47])[C:43]([CH2:48][CH3:49])=[CH:42][CH:41]=2)=[CH:34]\[CH:35]2[CH2:39][CH2:38][CH2:37][CH2:36]2)=[CH:29][C:28]=1[Cl:50])(C(C)(C)C)(C)C.O.Cl>O1CCCC1>[Cl:50][C:28]1[CH:29]=[C:30](/[C:33](/[C:40]2[CH:41]=[CH:42][C:43]([CH2:48][CH3:49])=[C:44]([O:46][CH3:47])[N:45]=2)=[CH:34]\[CH:35]2[CH2:36][CH2:37][CH2:38][CH2:39]2)[CH:31]=[CH:32][C:27]=1[OH:26] |f:0.1|. Procedure details: A 1 M solution of tetrabutylammonium fluoride in tetrahydrofuran (1.73 mL) was added to a solution of 6-[(E)-1-(4-{[tert-butyl(dimethyl)silyl]oxy}-3-chlorophenyl)-2-cyclopentylethenyl]-3-ethyl-2-methoxypyridine (409 mg) in tetrahydrofuran (3 mL) under ice-boiling, and the mixture was stirred at room temperature for two hours. The reaction solution was poured into water and made acidic with 1 M hydrochloric acid, followed by extraction with ethyl acetate. The organic layer was washed with brine, ... Reactants: CC(=O)Oc1ccc(CC2SC(=O)NC2=O)cc1, ClC(c1ccccc1)(c1ccccc1)c1ccccc1. Product: CC(=O)Oc1ccc(CC2SC(=O)N(C(c3ccccc3)(c3ccccc3)c3ccccc3)C2=O)cc1. Reaction SMILES: [C:1]([CH3:2])(=[O:3])[O:4][c:5]1[cH:6][cH:7][c:8]([CH2:9][CH:10]2[C:11](=[O:16])[NH:12][C:13](=[O:15])[S:14]2)[cH:17][cH:18]1.[c:19]1([C:25]([c:26]2[cH:27][cH:28][cH:29][cH:30][cH:31]2)([c:32]2[cH:33][cH:34][cH:35][cH:36][cH:37]2)[Cl:38])[cH:20][cH:21][cH:22][cH:23][cH:24]1>>[C:1]([CH3:2])(=[O:3])[O:4][c:5]1[cH:6][cH:7][c:8]([CH2:9][CH:10]2[C:11](=[O:16])[N:12]([C:25]([c:19]3[cH:20][cH:21][cH:22][cH:23][cH:24]3)([c:26]3[cH:27][cH:28][cH:29][cH:30][cH:31]3)[c:32]3[cH:33][cH:34][cH:35][cH:36][cH:37]3)[C:13](=[O:15])[S:14]2)[cH:17][cH:18]1. Reactants: C(C)OC(=O)C=1N=CC=2NC3=CC=C(C=C3C2C1C)C1CC=CCC1 (6-(1-cyclohexen-4-yl)-4-methyl-β-carboline-3-carboxylic acid ethyl ester), C(C)(=O)O (acetic acid), O (water), [OH-].[K+] (potassium hydroxide). Run in C(C)O (ethanol). The product is C1=CCC(CC1)C=1C=C2C=3C(=C(N=CC3NC2=CC1)C(=O)O)C (6-(1-cyclohexen-4-yl)-4-methyl-β-carboline-3-carboxylic acid). Yield: 94.2%. As a reaction SMILES: C([O:3][C:4]([C:6]1[N:7]=[CH:8][C:9]2[NH:10][C:11]3[C:16]([C:17]=2[C:18]=1[CH3:19])=[CH:15][C:14]([CH:20]1[CH2:25][CH2:24][CH:23]=[CH:22][CH2:21]1)=[CH:13][CH:12]=3)=[O:5])C.[OH-].[K+].C(O)(=O)C.O>C(O)C>[CH:23]1[CH2:24][CH2:25][CH:20]([C:14]2[CH:15]=[C:16]3[C:11](=[CH:12][CH:13]=2)[NH:10][C:9]2[CH:8]=[N:7][C:6]([C:4]([OH:5])=[O:3])=[C:18]([CH3:19])[C:17]3=2)[CH2:21][CH:22]=1 |f:1.2|. Procedure details: 440 mg (1.31 mmol) of 6-(1-cyclohexen-4-yl)-4-methyl-β-carboline-3-carboxylic acid ethyl ester is heated under reflux for one hour in 20 ml of ethanol with 3.25 ml of 1N potassium hydroxide solution. After neutralizing with acetic acid and addition of 10 ml of water, the precipitated product is suctioned off, washed with water, and dried under vacuum over potassium hydroxide, thus obtaining 378 mg (94% of theory) of 6-(1-cyclohexen-4-yl)-4-methyl-β-carboline-3-carboxylic acid, mp 284°-285° C. The reactants are O(C1=CC=CC=C1)C(C(=O)OC)C1=CC=C(C=C1)C (methyl 2-phenoxy-2-(4-methylphenyl)acetate), BrN1C(CCC1=O)=O (N-bromosuccinimide), CC(C)(C#N)N=NC(C)(C)C#N (AIBN). Run in C(Cl)(Cl)(Cl)Cl (CCl4). Yields the product O(C1=CC=CC=C1)C(C(=O)OC)C1=CC=C(C=C1)CBr (methyl 2-phenoxy-2-(4-bromomethylphenyl)acetate). Yield: 16.3%. Reaction SMILES: [O:1]([CH:8]([C:13]1[CH:18]=[CH:17][C:16]([CH3:19])=[CH:15][CH:14]=1)[C:9]([O:11][CH3:12])=[O:10])[C:2]1[CH:7]=[CH:6][CH:5]=[CH:4][CH:3]=1.[Br:20]N1C(=O)CCC1=O.CC(N=NC(C#N)(C)C)(C#N)C>C(Cl)(Cl)(Cl)Cl>[O:1]([CH:8]([C:13]1[CH:18]=[CH:17][C:16]([CH2:19][Br:20])=[CH:15][CH:14]=1)[C:9]([O:11][CH3:12])=[O:10])[C:2]1[CH:3]=[CH:4][CH:5]=[CH:6][CH:7]=1. Reported procedure: To a CCl4 solution (1 mL) of the product of Step B (126 mg, 0.495 mmol) was added N-bromosuccinimide (44 mg, 246 mmol) and a catalytic amount of AIBN. The solution was refluxed for 30 minutes and then concentrated in vacuo. The residue was purified on a silica gel flash chromatography column (150×30 mm) eluted with 5% ethyl acetate/hexane to afford 27 mg (33%) of the title compound. Starting materials: CC1CC(CC(C1C(=O)OCC)=O)=O (ethyl 6-methyl-2,4-dioxocyclohexane-1-carboxylate), CC1CC(CC(C1C(=O)OCC)=O)=O (Ethyl 6-methyl-2, 4-dioxocyclohexane caboxylate), ClC=1C=CC(=C(C1)S)N (5-chloro-2-aminobenzenethiol). Run in CS(=O)C (DMSO). Product: ClC=1C=C2SC=3C(C(C(CC3NC2=CC1)C)C(=O)OCC)=O (7-Chloro-3-carbethoxy-2-methyl-2,3-dihydro-1H-phenothiazin-4[10H] -one). RXN SMILES: [CH3:1][CH:2]1[CH:7]([C:8]([O:10][CH2:11][CH3:12])=[O:9])[C:6](=[O:13])[CH2:5][C:4](=O)[CH2:3]1.[Cl:15][C:16]1[CH:17]=[CH:18][C:19]([NH2:23])=[C:20]([SH:22])[CH:21]=1>CS(C)=O>[Cl:15][C:16]1[CH:21]=[C:20]2[C:19](=[CH:18][CH:17]=1)[NH:23][C:4]1[CH2:3][CH:2]([CH3:1])[CH:7]([C:8]([O:10][CH2:11][CH3:12])=[O:9])[C:6](=[O:13])[C:5]=1[S:22]2. Procedure details: A mixture of ethyl 6-methyl-2,4-dioxocyclohexane-1-carboxylate, 7b (2.6 g, 13.1 mmole) and 5-chloro-2-aminobenzenethiol, 6 (X=Cl, 2.0 g, 13.1 mmole) in DMSO (10 mL) is placed in a preheated heating mantle. The reaction mixture is stirred and refluxed for 0.5 h. Upon cooling, the reaction mixture forms a solid. The crystals are filtered and the remaining mother liquid is poured into cold water, whereupon further precipitation occurs. Each precipitate is separately recrystallized twice from EtOH a... The product is Cn1c(N(c2ccc(Cl)cc2)S(=O)(=O)c2ccccc2)nc2ccccc21. RXN SMILES: [CH3:35][CH2:36][O:37][C:38]([CH3:39])=[O:40].[Cl:1][c:2]1[cH:3][cH:4][c:5]([NH:8][c:9]2[n:10][c:11]3[c:12]([n:13]2[CH3:14])[cH:15][cH:16][cH:17][cH:18]3)[cH:6][cH:7]1.[c:19]1([S:25](=[O:26])(=[O:27])[Cl:28])[cH:20][cH:21][cH:22][cH:23][cH:24]1.[cH:29]1[cH:30][cH:31][n:32][cH:33][cH:34]1>>[Cl:1][c:2]1[cH:3][cH:4][c:5]([N:8]([c:9]2[n:10][c:11]3[c:12]([n:13]2[CH3:14])[cH:15][cH:16][cH:17][cH:18]3)[S:25]([c:19]2[cH:20][cH:21][cH:22][cH:23][cH:24]2)(=[O:26])=[O:27])[cH:6][cH:7]1. Starting materials: CCOC(C)=O, Cn1c(Nc2ccc(Cl)cc2)nc2ccccc21, O=S(=O)(Cl)c1ccccc1, c1ccncc1. As a reaction SMILES: [CH:1]1[C:14]2[C:13]3[C:8](=[CH:9][CH:10]=[CH:11][CH:12]=3)[C:7](=[O:15])[NH:6][C:5]=2[CH:4]=[CH:3][CH:2]=1.[O:16]1[CH:20]=[CH:19][CH:18]=[C:17]1[C:21](Cl)=[O:22]>>[O:16]1[CH:20]=[CH:19][CH:18]=[C:17]1[C:21]([N:6]1[C:7](=[O:15])[C:8]2[C:13](=[CH:12][CH:11]=[CH:10][CH:9]=2)[C:14]2[CH:1]=[CH:2][CH:3]=[CH:4][C:5]1=2)=[O:22]. Reactants: C1=CC=CC=2NC(C3=CC=CC=C3C12)=O (5H-phenanthridin-6-one), O1C(=CC=C1)C(=O)Cl (2-furoyl chloride). Procedure: 5-(Furan-2-carbonyl)-5H-phenanthridin-6-one was prepared from 5H-phenanthridin-6-one and 2-furoyl chloride according to GP 1. Yield, 2%. 1H-NMR (CD3OD): δ=6.77 (dd, J=3.6 Hz, J=1.8 Hz, 1H), 7.44 (ddd, J=J=7.5 Hz, J=1.0 Hz, 1H), 7.41 (ddd, J=J=7.7 Hz, J=1.1 Hz, 1H), 7.48 (ddd, J=J=7.5 Hz, J=1.1 Hz, 1H), 7.54 (ddd, J=J=7.5 Hz, J=1.1 Hz, 1H), 7.57 (dd, J=3.6 Hz, J=0.7 Hz, 1H), 7.70 (d, J=7.5 Hz, 1H), 7.74 (d, J=7.5 Hz, 1H), 7.92 (d, J=7.5 Hz, 1H), 7.95 (dd, J=1.8 Hz, J=0.7 Hz, 1H), 8.47 (d, J=7.7 H... The product is O1C(=CC=C1)C(=O)N1C=2C=CC=CC2C2=CC=CC=C2C1=O (5-(Furan-2-carbonyl)-5H-phenanthridin-6-one). Procedure: Using similar reaction conditions as described in step-iii of example-1, N-(5-(3-(1-(2,5-difluorobenzyl)-1H-pyrazol-4-yl)-1-tosyl-1H-pyrrolo[2,3-b]pyridin-5-yl)-2-methoxyphenyl)methanesulfonamide (120 mg, 0.180 mmol) was hydrolyzed by lithium hydroxide 38 mg, 0.904 mmol) in THF/methanol/water (15/7.5/4 ml) to yield 21 mg of the titled compound. 1H NMR (CDCl3, 400 MHz): δ 10.3 (s, 1H), 8.49-8.48 (d, 1H), 8.256-8.252 (d, 1H), 7.85 (s, 1H), 7.81-7.80 (d, 1H), 7.77 (s, 1H), 7.48-7.47 (d, 1H), 7.39-7... The solvent is C1CCOC1.CO.O (THF methanol water). Yields the product FC1=C(CN2N=CC(=C2)C2=CNC3=NC=C(C=C32)C=3C=CC(=C(C3)NS(=O)(=O)C)OC)C=C(C=C1)F (N-(5-(3-(1-(2,5-difluorobenzyl)-1H-pyrazol-4-yl)-1H-pyrrolo[2,3-b]pyridin-5-yl)-2-methoxyphenyl)methanesulfonamide). Reactants: step-iii, FC1=C(CN2N=CC(=C2)C2=CN(C3=NC=C(C=C32)C=3C=CC(=C(C3)NS(=O)(=O)C)OC)S(=O)(=O)C3=CC=C(C)C=C3)C=C(C=C1)F (N-(5-(3-(1-(2,5-difluorobenzyl)-1H-pyrazol-4-yl)-1-tosyl-1H-pyrrolo[2,3-b]pyridin-5-yl)-2-methoxyphenyl)methanesulfonamide), [OH-].[Li+] (lithium hydroxide). Reaction SMILES: [F:1][C:2]1[CH:45]=[CH:44][C:43]([F:46])=[CH:42][C:3]=1[CH2:4][N:5]1[CH:9]=[C:8]([C:10]2[C:18]3[C:13](=[N:14][CH:15]=[C:16]([C:19]4[CH:20]=[CH:21][C:22]([O:30][CH3:31])=[C:23]([NH:25][S:26]([CH3:29])(=[O:28])=[O:27])[CH:24]=4)[CH:17]=3)[N:12](S(C3C=CC(C)=CC=3)(=O)=O)[CH:11]=2)[CH:7]=[N:6]1.[OH-].[Li+]>C1COCC1.CO.O>[F:1][C:2]1[CH:45]=[CH:44][C:43]([F:46])=[CH:42][C:3]=1[CH2:4][N:5]1[CH:9]=[C:8]([C:10]2[C:18]3[C:13](=[N:14][CH:15]=[C:16]([C:19]4[CH:20]=[CH:21][C:22]([O:30][CH3:31])=[C:23]([NH:25][S:26]([CH3:29])(=[O:28])=[O:27])[CH:24]=4)[CH:17]=3)[NH:12][CH:11]=2)[CH:7]=[N:6]1 |f:1.2,3.4.5|. The yield is 22.9%.